From a dataset of the Open Reaction Database (ORD), a public repository of structured organic reaction records. describe an organic reaction: reactants, conditions, products, and yield Reactants: BrCc1ccccc1, CN(C)C=O, CCCc1cc(C(O)(C(F)(F)F)C(F)(F)F)ncc1N1CCN(C(=O)OC(C)(C)C)CC1, [H-], [Na+], O. The product is CCCc1cc(C(OCc2ccccc2)(C(F)(F)F)C(F)(F)F)ncc1N1CCN(C(=O)OC(C)(C)C)CC1. Reaction SMILES: [Br:35][CH2:36][c:37]1[cH:38][cH:39][cH:40][cH:41][cH:42]1.[CH3:44][N:45]([CH3:46])[CH:47]=[O:48].[F:1][C:2]([C:3]([C:4]([F:5])([F:6])[F:7])([OH:8])[c:9]1[cH:10][c:11]([CH2:28][CH2:29][CH3:30])[c:12]([N:15]2[CH2:16][CH2:17][N:18]([C:21](=[O:22])[O:23][C:24]([CH3:25])([CH3:26])[CH3:27])[CH2:19][CH2:20]2)[cH:13][n:14]1)([F:31])[F:32].[H-:33].[Na+:34].[OH2:43]>>[F:1][C:2]([C:3]([C:4]([F:5])([F:6])[F:7])([O:8][CH2:36][c:37]1[cH:38][cH:39][cH:40][cH:41][cH:42]1)[c:9]1[cH:10][c:11]([CH2:28][CH2:29][CH3:30])[c:12]([N:15]2[CH2:16][CH2:17][N:18]([C:21](=[O:22])[O:23][C:24]([CH3:25])([CH3:26])[CH3:27])[CH2:19][CH2:20]2)[cH:13][n:14]1)([F:31])[F:32]. Starting materials: CC1=C(N=CN1C(C1=CC=CC=C1)(C1=CC=CC=C1)C1=CC=CC=C1)CC1CCC=2NC3=CC=CC=C3C2C1=O (1,2,3,9-tetrahydro-3-[[5-methyl-1-(triphenylmethyl)-1H-imidazol-4-yl]methyl]-4H-carbazol-4-one), [H-].[Na+] (sodium hydride), O (Water), C(C1=CC=CC=C1)Br (benzyl bromide). The solvent is CN(C)C=O (DMF), CN(C)C=O (DMF). Conditions: time 3 hour. Yields the product CC1=C(N=CN1C(C1=CC=CC=C1)(C1=CC=CC=C1)C1=CC=CC=C1)CC1CCC=2N(C3=CC=CC=C3C2C1=O)CC1=CC=CC=C1 (1,2,3,9-Tetrahydro-3-[[5-methyl-1-(triphenylmethyl)-1H-imidazol-4-yl]methyl]-9-(phenylmethyl)-4H-carbazol-4-one). Reaction SMILES: [CH3:1][C:2]1[N:6]([C:7]([C:20]2[CH:25]=[CH:24][CH:23]=[CH:22][CH:21]=2)([C:14]2[CH:19]=[CH:18][CH:17]=[CH:16][CH:15]=2)[C:8]2[CH:13]=[CH:12][CH:11]=[CH:10][CH:9]=2)[CH:5]=[N:4][C:3]=1[CH2:26][CH:27]1[C:39](=[O:40])[C:38]2[C:37]3[C:32](=[CH:33][CH:34]=[CH:35][CH:36]=3)[NH:31][C:30]=2[CH2:29][CH2:28]1.[H-].[Na+].[CH2:43](Br)[C:44]1[CH:49]=[CH:48][CH:47]=[CH:46][CH:45]=1.O>CN(C=O)C>[CH3:1][C:2]1[N:6]([C:7]([C:8]2[CH:9]=[CH:10][CH:11]=[CH:12][CH:13]=2)([C:14]2[CH:19]=[CH:18][CH:17]=[CH:16][CH:15]=2)[C:20]2[CH:25]=[CH:24][CH:23]=[CH:22][CH:21]=2)[CH:5]=[N:4][C:3]=1[CH2:26][CH:27]1[C:39](=[O:40])[C:38]2[C:37]3[C:32](=[CH:33][CH:34]=[CH:35][CH:36]=3)[N:31]([CH2:43][C:44]3[CH:49]=[CH:48][CH:47]=[CH:46][CH:45]=3)[C:30]=2[CH2:29][CH2:28]1 |f:1.2|. Procedure: A solution of 1,2,3,9-tetrahydro-3-[[5-methyl-1-(triphenylmethyl)-1H-imidazol-4-yl]methyl]-4H-carbazol-4-one (500 mg) in dry DMF (3 ml) was added dropwise to a stirred suspension of sodium hydride (73% dispersion in oil; 38 mg) in dry DMF (1 ml) under nitrogen. After 20 min. benzyl bromide (0.14 ml) was added and the mixture was stirred for 3 h. Water (50 ml) was added and the suspension was extracted with dichloromethane (3×25 ml). The combined, dried organic extracts were evaporated to give an... Reaction conditions: temperature -2.5 celsius, time 3 hour. The product is BrCC#CC1=CC(=CC=C1)F (1-(3-bromo-prop-1-ynyl)-3-fluoro benzene). As a reaction SMILES: [F:1][C:2]1[CH:3]=[C:4]([C:8]#[C:9][CH2:10]O)[CH:5]=[CH:6][CH:7]=1.N1C=CC=CC=1.[Br:18]P(Br)Br>C(OCC)C>[Br:18][CH2:10][C:9]#[C:8][C:4]1[CH:5]=[CH:6][CH:7]=[C:2]([F:1])[CH:3]=1. Starting materials: FC=1C=C(C=CC1)C#CCO (3-(3-Fluoro-phenyl)-prop-2-yn-1-ol), N1=CC=CC=C1 (pyridine), BrP(Br)Br (Tribromo phosphine). Run in C(C)OCC (diethyl ether). Reported procedure: 3-(3-Fluoro-phenyl)-prop-2-yn-1-ol (0.750 g, 0.005 mol) was taken in diethyl ether (10 ml) containing catalytic amount of pyridine (0.05 ml). The reaction mixture was then cooled to −5-0° C. Tribromo phosphine (0.26 ml, 0.003 mol) was added slowly at −5-0° C. and stirred at the same temperature for 3 hrs. The reaction mixture was quenched with saturated NaHCO3 solution and extracted with ethyl acetate. The organic layer was washed with saturated brine solution, dried over Na2SO4, and evaporated ... The yield is 126.0%. Starting materials: C(C)OC(=O)C1(N(CCC1)C=1C=NC(=CC1)OC=1C=C2C=NN(C2=CC1)C)C(=O)OCC (1-[6-(1-Methyl-1H-indazol-5-yloxy)-pyridin-3-yl]-pyrrolidine-2,2-dicarboxylic acid diethyl ester), C(C)OC(C(C(=O)OCC)NC=1C=NC(=CC1)OC=1C=C2C=NN(C2=CC1)C)=O (2-[6-(Methyl-1H-indazol-5-yloxy)-pyridin-3-ylamino]-malonic acid diethyl ester), CN(C=O)C (dimethylformamide), BrCCCBr (1,3 dibromopropane), C([O-])([O-])=O.[Cs+].[Cs+] (cesium carbonate). Run at temperature 55 celsius. Yields the product CN1N=CC2=CC(=CC=C12)OC1=CC=C(C=N1)N1CCCC12C(NC(NC2=O)=O)=O (1-[6-(1-METHYL-1H-INDAZOL-5-YLOXY)-PYRIDIN-3-YL]-1,7,9-TRIAZA-SPIRO[4.5]DECANE-6,8,10-TRIONE). RXN SMILES: C(O[C:4]([C:6]1([C:28](OCC)=[O:29])[CH2:10][CH2:9][CH2:8][N:7]1[C:11]1[CH:12]=[N:13][C:14]([O:17][C:18]2[CH:19]=[C:20]3[C:24](=[CH:25][CH:26]=2)[N:23]([CH3:27])[N:22]=[CH:21]3)=[CH:15][CH:16]=1)=[O:5])C.C(OC(=O)C(NC1C=[N:46][C:47]([O:50]C2C=C3C(=CC=2)N(C)N=C3)=CC=1)C(OCC)=O)C.BrCCCBr.C(=O)([O-])[O-].[Cs+].[Cs+].C[N:74](C)C=O>>[CH3:27][N:23]1[C:24]2[C:20](=[CH:19][C:18]([O:17][C:14]3[N:13]=[CH:12][C:11]([N:7]4[C:6]5([C:28](=[O:29])[NH:74][C:47](=[O:50])[NH:46][C:4]5=[O:5])[CH2:10][CH2:9][CH2:8]4)=[CH:16][CH:15]=3)=[CH:26][CH:25]=2)[CH:21]=[N:22]1 |f:3.4.5|. Reported procedure: 1-[6-(1-Methyl-1H-indazol-5-yloxy)-pyridin-3-yl]-pyrrolidine-2,2-dicarboxylic acid diethyl ester can be prepared by dissolving 2-[6-(Methyl-1H-indazol-5-yloxy)-pyridin-3-ylamino]-malonic acid diethyl ester (9.25 mmol) in dimethylformamide (90 mL), followed by addition of 1,3 dibromopropane (938 μL, 9.25 mmol) and cesium carbonate (6 grams, 18.5 mmol). The reaction mixture is stirred for approximately 24 hours to 48 hours. The mixture is filtered through celite, and then concentrated under vacuum...